From a dataset of the Open Reaction Database (ORD), a public repository of structured organic reaction records. describe an organic reaction: reactants, conditions, products, and yield Reactants: C(C1=CC=CC=C1)OC(=O)N([C@@H](C)C(=O)N[C@@H](C)C(=O)N[C@@H](C)C(=O)N[C@@H](C)P(O)(O)=O)C ((1R)-1-[(N-benzyloxycarbonyl-N-methyl-L-alanyl-L-alanyl-L-alanyl)amino]-ethylphosphonic acid), CO (methanol). Run in C(C)O (ethanol). Product: CN[C@@H](C)C(=O)N[C@@H](C)C(=O)N[C@@H](C)C(=O)N[C@@H](C)P(O)(O)=O ((1R)-1-(N-methyl-L-alanyl-L-alanyl-L-alanylamino)-ethylphosphonic acid). Reaction SMILES: C(O[C:9]([N:11](C)[C@H:12]([C:14]([NH:16][C@H:17]([C:19]([NH:21][C@H:22]([C:24]([NH:26][C@H:27]([P:29](=[O:32])([OH:31])[OH:30])[CH3:28])=[O:25])[CH3:23])=[O:20])[CH3:18])=[O:15])[CH3:13])=O)C1C=CC=CC=1.CO>C(O)C>[CH3:9][NH:11][C@H:12]([C:14]([NH:16][C@H:17]([C:19]([NH:21][C@H:22]([C:24]([NH:26][C@H:27]([P:29](=[O:30])([OH:32])[OH:31])[CH3:28])=[O:25])[CH3:23])=[O:20])[CH3:18])=[O:15])[CH3:13]. Reported procedure: In a manner analogous to that described in Example 19(B)(ii), from (1R)-1-[(N-benzyloxycarbonyl-N-methyl-L-alanyl-L-alanyl-L-alanyl)amino]-ethylphosphonic acid, but carrying out the hydrogenation in aqueous ethanol instead of aqueous methanol, there was obtained (1R)-1-(N-methyl-L-alanyl-L-alanyl-L-alanylamino)-ethylphosphonic acid of melting point 318°-320° C. (decomposition); [α]D20 =-121°; [α]36520 =-418° (c=0.5% in water).